This data is from the Open Reaction Database (ORD), a public repository of structured organic reaction records. The task is: describe an organic reaction: reactants, conditions, products, and yield Starting materials: C(=O)([O-])[C@@H](O)[C@H](O)C(=O)[O-] (D-(−)-tartrate), OC1=CC=C(C=C1)[C@@H]([C@H](C)N1CCC(CC1)(C1=CC=CC=C1)O)O ((1S,2S)-1-(4-hydroxyphenyl)-2-(4-hydroxy-4-phenylpiperidin-1-yl)-1-propanol), CS(=O)(=O)O (methanesulfonic acid). Run in O (water). Reaction conditions: temperature 62.5 celsius, time 1 hour. Product: O.O.O.S(C)(=O)(=O)O[C@H]([C@H](C)N1CCC(CC1)(C1=CC=CC=C1)O)C1=CC=C(C=C1)O ((1S,2S)-1-(4-hydroxyphenyl)-2-(4-hydroxy-4-phenylpiperidin-1-yl)-1-propanol mesylate trihydrate). RXN SMILES: C([C@H]([C@@H](C([O-])=O)O)O)([O-])=[O:2].[OH:11][C:12]1[CH:17]=[CH:16][C:15]([C@H:18]([OH:34])[C@@H:19]([N:21]2[CH2:26][CH2:25][C:24]([OH:33])([C:27]3[CH:32]=[CH:31][CH:30]=[CH:29][CH:28]=3)[CH2:23][CH2:22]2)[CH3:20])=[CH:14][CH:13]=1.[CH3:35][S:36](O)(=[O:38])=[O:37]>O>[OH2:2].[OH2:11].[OH2:37].[S:36]([O:34][C@@H:18]([C:15]1[CH:16]=[CH:17][C:12]([OH:11])=[CH:13][CH:14]=1)[C@@H:19]([N:21]1[CH2:22][CH2:23][C:24]([OH:33])([C:27]2[CH:28]=[CH:29][CH:30]=[CH:31][CH:32]=2)[CH2:25][CH2:26]1)[CH3:20])(=[O:38])(=[O:37])[CH3:35] |f:4.5.6.7|. Procedure details: The D-(−)-tartrate salt of (1S,2S)-1-(4-hydroxyphenyl)-2-(4-hydroxy-4-phenylpiperidin-1-yl)-1-propanol (5.0 g, 10.5 mmol), water (17.5 mL), and methanesulfonic acid (1.05 g, 11.0 mmol) were combined in a 50 mL, 3-neck round bottom flask under a nitrogen atmosphere. The slurry was heated to 60-65° C. to give a solution which was then filtered. The filtrate was slowly cooled over 1 hour to 15-20° C. to give a thick white suspension. The slurry was further cooled to 0-5° C. and then granulated at 0... The reactants are Nc1ccc(Cl)cc1F, COCCOc1cc2nccc(Cl)c2cc1OC, Cl, CN(C)C=O. Yields the product Cl, COCCOc1cc2nccc(Nc3ccc(Cl)cc3F)c2cc1OC. RXN SMILES: [Cl:20][c:21]1[cH:22][c:23]([F:28])[c:24]([NH2:25])[cH:26][cH:27]1.[Cl:2][c:3]1[cH:4][cH:5][n:6][c:7]2[cH:8][c:9]([O:15][CH2:16][CH2:17][O:18][CH3:19])[c:10]([O:13][CH3:14])[cH:11][c:12]12.[ClH:1].[O:29]=[CH:30][N:31]([CH3:32])[CH3:33]>>[ClH:2].[c:3]1([NH:25][c:24]2[c:23]([F:28])[cH:22][c:21]([Cl:20])[cH:27][cH:26]2)[cH:4][cH:5][n:6][c:7]2[cH:8][c:9]([O:15][CH2:16][CH2:17][O:18][CH3:19])[c:10]([O:13][CH3:14])[cH:11][c:12]12. Starting materials: ClC1=NC=2N(C(=C1C1=C(C=CC=C1F)Cl)N1CCC(CC1)C)N=CN2 (5-chloro-6-(2-chloro-6-fluorophenyl)-7-(4-methylpiperidin-1-yl)-[1,2,4]-triazolo[1,5-α]pyrimidine), solution, C[O-].[Na+] (sodium methanolate), CO (methanol), CO (methanol). The product is COC1=NC=2N(C(=C1C1=C(C=CC=C1F)Cl)NC(C)C)N=CN2 (5-methoxy-6-(2-chloro-6-fluorophenyl)-7-isopropylamino-[1,2,4]-triazolo[1,5-α]pyrimidine). Reaction SMILES: Cl[C:2]1[C:7]([C:8]2[C:13]([F:14])=[CH:12][CH:11]=[CH:10][C:9]=2[Cl:15])=[C:6]([N:16]2[CH2:21][CH2:20]C(C)CC2)[N:5]2[N:23]=[CH:24][N:25]=[C:4]2[N:3]=1.[CH3:26][O-:27].[Na+].[CH3:29]O>>[CH3:26][O:27][C:2]1[C:7]([C:8]2[C:13]([F:14])=[CH:12][CH:11]=[CH:10][C:9]=2[Cl:15])=[C:6]([NH:16][CH:21]([CH3:20])[CH3:29])[N:5]2[N:23]=[CH:24][N:25]=[C:4]2[N:3]=1 |f:1.2|. Reported procedure: To a solution of 65 mmol 5-chloro-6-(2-chloro-6-fluorophenyl)-7-(4-methylpiperidin-1-yl)-[1,2,4]-triazolo[1,5-α]pyrimidine [cf. EP-A 550 113] in dry methanol 71.5 mmol of a 30% solution of sodium methanolate were added at 20 to 25° C. After having stirred this mixture for about 16 hours at this temperature methanol ws evaporated nad the residue was dissolved with dichloromethane. The organic phase was separated, washed with water, dried and filtered. Distillative removal of the solvent from the ... Reactants: Cl (hydrogen chloride), C(C)(C)(C)OC(=O)N1CCC(CC1)CC(CC1CCN(CC1)C(=O)OC(C)(C)C)N(C)C (1,3-bis(1-tert-butoxycarbonyl-4-piperidinyl)-2-(dimethylamino)propane). Solvent: C(C)(=O)OCC (ethyl acetate), C(C)(=O)OCC (ethyl acetate). Reaction conditions: time 30 minute. Yields the product Cl.Cl.Cl.N1CCC(CC1)CC(CC1CCNCC1)N(C)C (1,3-bis(4-piperidinyl)-2-(dimethylamino)propane trihydrochoride). RXN SMILES: [ClH:1].C(OC([N:9]1[CH2:14][CH2:13][CH:12]([CH2:15][CH:16]([N:31]([CH3:33])[CH3:32])[CH2:17][CH:18]2[CH2:23][CH2:22][N:21](C(OC(C)(C)C)=O)[CH2:20][CH2:19]2)[CH2:11][CH2:10]1)=O)(C)(C)C>C(OCC)(=O)C>[ClH:1].[ClH:1].[ClH:1].[NH:9]1[CH2:14][CH2:13][CH:12]([CH2:15][CH:16]([N:31]([CH3:33])[CH3:32])[CH2:17][CH:18]2[CH2:19][CH2:20][NH:21][CH2:22][CH2:23]2)[CH2:11][CH2:10]1 |f:3.4.5.6|. Procedure details: A 4N hydrogen chloride in ethyl acetate (1 ml; 4 mmol) was added to a solution in ethyl acetate (0.5 ml) of 1,3-bis(1-tert-butoxycarbonyl-4-piperidinyl)-2-(dimethylamino)propane (132 mg; 0.29 mmol) synthesized by the process described in Referential Example 4, and the mixture was stirred at room temperature for 30 minutes. The reaction mixture was concentrated under reduced pressure to obtain crude crystals of 1,3-bis(4-piperidinyl)-2-(dimethylamino)propane trihydrochoride. The reactants are COC(=O)c1cc(OCc2cc(SC)cc(SC)c2)cc(OCc2cc(SC)cc(SC)c2)c1, Cl, C1CCOC1. Product: CSc1cc(COc2cc(CO)cc(OCc3cc(SC)cc(SC)c3)c2)cc(SC)c1. RXN SMILES: [CH3:1][S:2][c:3]1[cH:4][c:5]([CH2:6][O:7][c:8]2[cH:9][c:10]([C:11](=[O:12])[O:13][CH3:14])[cH:15][c:16]([O:18][CH2:19][c:20]3[cH:21][c:22]([S:28][CH3:29])[cH:23][c:24]([S:26][CH3:27])[cH:25]3)[cH:17]2)[cH:30][c:31]([S:33][CH3:34])[cH:32]1.[ClH:35].[O:36]1[CH2:37][CH2:38][CH2:39][CH2:40]1>>[CH3:1][S:2][c:3]1[cH:4][c:5]([CH2:6][O:7][c:8]2[cH:9][c:10]([CH2:11][OH:12])[cH:15][c:16]([O:18][CH2:19][c:20]3[cH:21][c:22]([S:28][CH3:29])[cH:23][c:24]([S:26][CH3:27])[cH:25]3)[cH:17]2)[cH:30][c:31]([S:33][CH3:34])[cH:32]1.